Dataset: the Open Reaction Database (ORD), a public repository of structured organic reaction records. Task: describe an organic reaction: reactants, conditions, products, and yield Reactants: C(C)(=O)OCCCCCCCCCCC1=C(C(=C(C(=C1O)OC)OC)O[Si](C1=CC=CC=C1)(C1=CC=CC=C1)C(C)(C)C)C (6-(10-acetoxydecyl)-4-tert-butyldiphenylsilyloxy-2,3-dimethoxy-5-methylphenol), CN(C=O)C (dimethylformamide), Cl.ClCC1=CC=NC=C1 (4-chloromethylpyridine hydrochloride), C([O-])([O-])=O.[K+].[K+] (potassium carbonate). Run in O (Water). Conditions: time 16 hour. Yields the product Cl.COC1=C(C(=C(C(=C1OC)O)C)CCCCCCCCCCO)OCC1=CC=NC=C1 (2,3-Dimethoxy-4-hydroxy-6-(10-hydroxydecyl)-5-methyl-1-(4-pyridylmethyloxy)benzene hydrochloride). Yield: 43.0%. Reaction SMILES: C([O:4][CH2:5][CH2:6][CH2:7][CH2:8][CH2:9][CH2:10][CH2:11][CH2:12][CH2:13][CH2:14][C:15]1[C:20]([OH:21])=[C:19]([O:22][CH3:23])[C:18]([O:24][CH3:25])=[C:17]([O:26][Si](C(C)(C)C)(C2C=CC=CC=2)C2C=CC=CC=2)[C:16]=1[CH3:44])(=O)C.Cl.[Cl:46][CH2:47][C:48]1[CH:53]=[CH:52][N:51]=[CH:50][CH:49]=1.C(=O)([O-])[O-].[K+].[K+].CN(C)C=O>O>[ClH:46].[CH3:23][O:22][C:19]1[C:18]([O:24][CH3:25])=[C:17]([OH:26])[C:16]([CH3:44])=[C:15]([CH2:14][CH2:13][CH2:12][CH2:11][CH2:10][CH2:9][CH2:8][CH2:7][CH2:6][CH2:5][OH:4])[C:20]=1[O:21][CH2:47][C:48]1[CH:53]=[CH:52][N:51]=[CH:50][CH:49]=1 |f:1.2,3.4.5,8.9|. Procedure: A mixture of 6-(10-acetoxydecyl)-4-tert-butyldiphenylsilyloxy-2,3-dimethoxy-5-methylphenol (3.70 g) obtained in Example B-1, 4-chloromethylpyridine hydrochloride (1.96 g), potassium carbonate (5.00 g) and dimethylformamide (30 ml) was stirred at room temperature for 16 hours. Water was added to the reaction mixture, and the mixture was extracted with ethyl acetate. The organic layer was concentrated under reduced pressure, and the residue was dissolved in tetrahydrofuran (30 ml). Tetrabutylammon...